From a dataset of the Open Reaction Database (ORD), a public repository of structured organic reaction records. describe an organic reaction: reactants, conditions, products, and yield Starting materials: C(C)S (ethanethiol), ClC1=NC=C(C(=C1)C#N)Cl (2,5-dichloro-4-pyridinecarbonitrile), C(=O)([O-])[O-].[K+].[K+] (K2CO3), ice. The solvent is CC(C)O (2-propanol), CC(C)O (2-propanol). Reaction conditions: time 4 day. The product is ClC=1C(=CC(=NC1)SCC)C#N (5-chloro-2-ethylthio-4-pyridine-carbonitrile), ClC1=NC=C(C(=C1)C#N)SCC (2-chloro-5-ethylthio-4-pyridinecarbonitrile). The yield is 64.5%. As a reaction SMILES: [CH2:1]([SH:3])[CH3:2].[Cl:4][C:5]1[CH:10]=[C:9]([C:11]#[N:12])[C:8]([Cl:13])=[CH:7][N:6]=1.C([O-])([O-])=O.[K+].[K+]>CC(O)C>[Cl:13][C:8]1[C:9]([C:11]#[N:12])=[CH:10][C:5]([S:3][CH2:1][CH3:2])=[N:6][CH:7]=1.[Cl:4][C:5]1[CH:10]=[C:9]([C:11]#[N:12])[C:8]([S:3][CH2:1][CH3:2])=[CH:7][N:6]=1 |f:2.3.4|. Procedure details: A solution of 2.77 g of ethanethiol in 30 ml of 2-propanol was added to a mixture containing 7.7 g of 2,5-dichloro-4-pyridinecarbonitrile and 3.08 g of K2CO3 in 60 ml of 2-propanol at 0° C. The reaction mixture was allowed to warm to room temperature and then stirred for 4 days, after which it was poured onto 200 g of ice, stirred and extracted with CH2Cl2. Thin layer chromatography (using 10 percent ethyl acetate in hexane) disclosed the presence of three components. The CH2Cl2 solution was dri...